From a dataset of the Open Reaction Database (ORD), a public repository of structured organic reaction records. describe an organic reaction: reactants, conditions, products, and yield Reactants: CCI, COc1ccc2c(Cc3c(Cl)cncc3Cl)n[nH]c(=O)c2c1, [H-], [Na+], CN(C)C=O, O. Yields the product CCn1nc(Cc2c(Cl)cncc2Cl)c2ccc(OC)cc2c1=O. As a reaction SMILES: [CH2:25]([CH3:26])[I:27].[Cl:1][c:2]1[cH:3][n:4][cH:5][c:6]([Cl:22])[c:7]1[CH2:8][c:9]1[n:10][nH:11][c:12](=[O:21])[c:13]2[cH:14][c:15]([O:19][CH3:20])[cH:16][cH:17][c:18]12.[H-:24].[Na+:23].[O:28]=[CH:29][N:30]([CH3:31])[CH3:32].[OH2:33]>>[Cl:1][c:2]1[cH:3][n:4][cH:5][c:6]([Cl:22])[c:7]1[CH2:8][c:9]1[n:10][n:11]([CH2:25][CH3:26])[c:12](=[O:21])[c:13]2[cH:14][c:15]([O:19][CH3:20])[cH:16][cH:17][c:18]12. Reactants: FC1=C(C=CC(=C1)B1OC(C(O1)(C)C)(C)C)C=1N=CC(=NC1)N (5-(2-fluoro-4-(4,4,5,5-tetramethyl-1,3,2-dioxaborolan-2-yl)phenyl)pyrazin-2-amine), BrC=1C(=NC=CC1)SC(C)C (3-bromo-2-(isopropylthio)pyridine). Yields the product FC1=C(C=CC(=C1)C=1C(=NC=CC1)SC(C)C)C=1N=CC(=NC1)N (5-(2-Fluoro-4-{2-[(1-methylethyl)sulfanyl]pyridin-3-yl}phenyl)pyrazin-2-amine). RXN SMILES: [F:1][C:2]1[CH:7]=[C:6](B2OC(C)(C)C(C)(C)O2)[CH:5]=[CH:4][C:3]=1[C:17]1[N:18]=[CH:19][C:20]([NH2:23])=[N:21][CH:22]=1.Br[C:25]1[C:26]([S:31][CH:32]([CH3:34])[CH3:33])=[N:27][CH:28]=[CH:29][CH:30]=1>>[F:1][C:2]1[CH:7]=[C:6]([C:25]2[C:26]([S:31][CH:32]([CH3:34])[CH3:33])=[N:27][CH:28]=[CH:29][CH:30]=2)[CH:5]=[CH:4][C:3]=1[C:17]1[N:18]=[CH:19][C:20]([NH2:23])=[N:21][CH:22]=1. Procedure: The title compound was prepared using methods analogous to those described in Example 376 using 5-(2-fluoro-4-(4,4,5,5-tetramethyl-1,3,2-dioxaborolan-2-yl)phenyl)pyrazin-2-amine and 3-bromo-2-(isopropylthio)pyridine. MS (ESI): mass calcd. for C18H17FN4S, 340.12; m/z found, 341.1 [M+H]+. 1H NMR (400 MHz, CDCl3) δ 8.62-8.57 (m, 1H), 8.49-8.43 (m, 1H), 8.12 (d, J=1.5, 1H), 8.04-7.93 (m, 1H), 7.45-7.39 (m, 1H), 7.34-7.30 (m, 1H), 7.29-7.22 (m, 1H), 7.11-7.03 (m, 1H), 4.69 (s, 2H), 4.17-4.00 (m, 1H),... Starting materials: CCN=C=NCCCN(C)C, CN1CCCC1=O, ClCCl, Cc1ccc(-c2cc(C(=O)O)cc(-c3ccnn3C(C)C)c2)c(F)c1, CC(N)CO, On1nnc2ccccc21. Yields the product Cc1ccc(-c2cc(C(=O)NC(C)CO)cc(-c3ccnn3C(C)C)c2)c(F)c1. RXN SMILES: [CH3:1][CH2:2][N:3]=[C:4]=[N:5][CH2:6][CH2:7][CH2:8][N:9]([CH3:10])[CH3:11].[CH3:47][N:48]1[CH2:49][CH2:50][CH2:51][C:52]1=[O:53].[Cl:59][CH2:60][Cl:61].[F:12][c:13]1[c:14](-[c:20]2[cH:21][c:22]([C:34](=[O:35])[OH:36])[cH:23][c:24](-[c:26]3[n:27]([CH:31]([CH3:32])[CH3:33])[n:28][cH:29][cH:30]3)[cH:25]2)[cH:15][cH:16][c:17]([CH3:19])[cH:18]1.[NH2:54][CH:55]([CH2:56][OH:57])[CH3:58].[OH:37][n:38]1[c:39]2[c:40]([cH:41][cH:42][cH:43][cH:44]2)[n:45][n:46]1>>[F:12][c:13]1[c:14](-[c:20]2[cH:21][c:22]([C:34](=[O:35])[NH:54][CH:55]([CH2:56][OH:57])[CH3:58])[cH:23][c:24](-[c:26]3[n:27]([CH:31]([CH3:32])[CH3:33])[n:28][cH:29][cH:30]3)[cH:25]2)[cH:15][cH:16][c:17]([CH3:19])[cH:18]1. Reactants: BrC1=CC=C(C=N1)NC(=O)C=1C=NN(C1C)C1=NC=C(C=C1)C(F)(F)F (N-(6-bromopyridin-3-yl)-5-methyl-1-[5-(tri fluoromethyl)pyridin-2-yl]-1H-pyrazole-4-carboxamide), C([O-])([O-])=O.[Cs+].[Cs+] (cesium carbonate), C(C)(C)(C)OC(=O)N1CCC(=CC1)B1OC(C)(C)C(C)(C)O1 (N-tert-butyloxycarbonyl-1,2,3,6-tetrahydropyridine-4-boronic acid pinacol ester), O1CCOCC1 (1,4-dioxane). The solvent is O (water), O (water). Run at temperature 110 celsius, time 6.5 hour. Yields the product C(C)(C)(C)OC(=O)N1CCC(=CC1)C1=CC=C(C=N1)NC(=O)C=1C=NN(C1C)C1=NC=C(C=C1)C(F)(F)F (N-[6-(1-tert-butyloxycarbonyl-1,2,3,6-tetrahydropyridin-4-yl)pyridin-3-yl]-5-methyl-1-[5-(trifluoromethyl)pyridin-2-yl]-1H-pyrazole-4-carboxamide). Isolated yield 94.9%. RXN SMILES: Br[C:2]1[N:7]=[CH:6][C:5]([NH:8][C:9]([C:11]2[CH:12]=[N:13][N:14]([C:17]3[CH:22]=[CH:21][C:20]([C:23]([F:26])([F:25])[F:24])=[CH:19][N:18]=3)[C:15]=2[CH3:16])=[O:10])=[CH:4][CH:3]=1.C(=O)([O-])[O-].[Cs+].[Cs+].[C:33]([O:37][C:38]([N:40]1[CH2:45][CH:44]=[C:43](B2OC(C)(C)C(C)(C)O2)[CH2:42][CH2:41]1)=[O:39])([CH3:36])([CH3:35])[CH3:34].O1CCOCC1>O>[C:33]([O:37][C:38]([N:40]1[CH2:41][CH:42]=[C:43]([C:2]2[N:7]=[CH:6][C:5]([NH:8][C:9]([C:11]3[CH:12]=[N:13][N:14]([C:17]4[CH:22]=[CH:21][C:20]([C:23]([F:26])([F:25])[F:24])=[CH:19][N:18]=4)[C:15]=3[CH3:16])=[O:10])=[CH:4][CH:3]=2)[CH2:44][CH2:45]1)=[O:39])([CH3:36])([CH3:34])[CH3:35] |f:1.2.3|. Reported procedure: To N-(6-bromopyridin-3-yl)-5-methyl-1-[5-(tri fluoromethyl)pyridin-2-yl]-1H-pyrazole-4-carboxamide (3.0 g), cesium carbonate (6.4 g), [1,1′-bis(diphenylphosphino)ferrocene]palladium(II)dichloridedichloromethane complex (287 mg), and N-tert-butyloxycarbonyl-1,2,3,6-tetrahydropyridine-4-boronic acid pinacol ester (2.28 g) were added 1,4-dioxane (26 ml) and water (7 ml), and stirred at 110° C. for 6.5 hours. To the reaction solution was added water, and the obtained solid was washed with a mixed so... The reactants are Cl.NC=1C2=C(NS(N1)(=O)=O)C=CC=C2OC[C@@H]2CNCCC2 ((S)-4-amino-5-(piperidin-3-ylmethoxy)-1H-benzo[c][1,2,6]thiadiazine 2,2-dioxide hydrochloride), CNC=1C=C(C(=O)O)C=CN1 (2-(methylamino)isonicotinic acid). Yields the product NC=1C2=C(NS(N1)(=O)=O)C=CC=C2OC[C@@H]2CN(CCC2)C(=O)C2=CC(=NC=C2)NC ((S)-(3-(((4-amino-2,2-dioxido-1H-benzo[c][1,2,6]thiadiazin-5-yl)oxy)methyl)piperidin-1-yl)(2-(methylamino)pyridin-4-yl)methanone). Isolated yield 44.0%. RXN SMILES: Cl.[NH2:2][C:3]1[C:4]2[C:14]([O:15][CH2:16][C@H:17]3[CH2:22][CH2:21][CH2:20][NH:19][CH2:18]3)=[CH:13][CH:12]=[CH:11][C:5]=2[NH:6][S:7](=[O:10])(=[O:9])[N:8]=1.[CH3:23][NH:24][C:25]1[CH:26]=[C:27]([CH:31]=[CH:32][N:33]=1)[C:28](O)=[O:29]>>[NH2:2][C:3]1[C:4]2[C:14]([O:15][CH2:16][C@H:17]3[CH2:22][CH2:21][CH2:20][N:19]([C:28]([C:27]4[CH:31]=[CH:32][N:33]=[C:25]([NH:24][CH3:23])[CH:26]=4)=[O:29])[CH2:18]3)=[CH:13][CH:12]=[CH:11][C:5]=2[NH:6][S:7](=[O:9])(=[O:10])[N:8]=1 |f:0.1|. Procedure details: Prepared as in Example 2 from (S)-4-amino-5-(piperidin-3-ylmethoxy)-1H-benzo[c][1,2,6]thiadiazine 2,2-dioxide hydrochloride (Example 2a) and 2-(methylamino)isonicotinic acid. (Yield: 44%). 1H NMR (400 MHz, DMSO-d6, 60° C.) δ1.45 (br m, 2H), 1.68 (br m, 1H), 1.91 (br m, 1H), 2.15 (br m, 1H), 2.77 (d, J=7.6 Hz, 3H), 3.02 (br m, 1H), 1.97 (br m, 1H), 2.13 (br m, 2H), 2.80 (br m, 2H), 3.19 (br m, 1H), 3.30-4.09 (br m, 4H), 6.34 (br m, 1H), 6.38 (br m, 1H), 6.64 (d, J=8.4 Hz, 1H), 6.74 (m, 1H), 7.42 ... Reactants: C#Cc1ccc(-n2ccc3cc(C#CCCCO)ccc32)cc1, CS(=O)(=O)Cl. The product is C#Cc1ccc(-n2ccc3cc(C#CCCCOS(C)(=O)=O)ccc32)cc1. Reaction SMILES: [C:1](#[CH:2])[c:3]1[cH:4][cH:5][c:6](-[n:9]2[cH:10][cH:11][c:12]3[cH:13][c:14]([C:18]#[C:19][CH2:20][CH2:21][CH2:22][OH:23])[cH:15][cH:16][c:17]23)[cH:7][cH:8]1.[CH3:24][S:25]([Cl:26])(=[O:27])=[O:28]>>[C:1](#[CH:2])[c:3]1[cH:4][cH:5][c:6](-[n:9]2[cH:10][cH:11][c:12]3[cH:13][c:14]([C:18]#[C:19][CH2:20][CH2:21][CH2:22][O:23][S:25]([CH3:24])(=[O:27])=[O:28])[cH:15][cH:16][c:17]23)[cH:7][cH:8]1. The reactants are Cc1cnc2c(ccn2[Si](C)(C)C(C)(C)C)c1, CCCC[N+](CCCC)(CCCC)CCCC, [F-], C1CCOC1. Product: Cc1cnc2[nH]ccc2c1. As a reaction SMILES: [C:1]([Si:2]([CH3:3])([CH3:4])[n:6]1[cH:7][cH:8][c:9]2[c:10]1[n:11][cH:12][c:13]([CH3:15])[cH:14]2)([CH3:5])([CH3:16])[CH3:17].[CH3:19][CH2:20][CH2:21][CH2:22][N+:23]([CH2:24][CH2:25][CH2:26][CH3:27])([CH2:28][CH2:29][CH2:30][CH3:31])[CH2:32][CH2:33][CH2:34][CH3:35].[F-:18].[O:36]1[CH2:37][CH2:38][CH2:39][CH2:40]1>>[nH:6]1[cH:7][cH:8][c:9]2[c:10]1[n:11][cH:12][c:13]([CH3:15])[cH:14]2. The reactants are O.[OH-].[Li+] (Lithium hydroxide hydrate), BrC(C(=O)OCC)C1=CC=CC=C1 (Ethyl 2-bromo-2-phenylacetate), NC=1C(=CC=CC1)C (ortho-toluidine), CCN(C(C)C)C(C)C (DIPEA), Cl (HCl). Run in O (water), C(C)#N (acetonitrile), O1CCOCC1 (dioxane). Run at temperature 100 celsius, time 1 hour. Product: Cl.C1(=CC=CC=C1)C(C(=O)O)NC1=C(C=CC=C1)C (2-phenyl-2-(o-tolylamino)acetic acid hydrochloride). The yield is 63.0%. As a reaction SMILES: Br[CH:2]([C:8]1[CH:13]=[CH:12][CH:11]=[CH:10][CH:9]=1)[C:3]([O:5]CC)=[O:4].[NH2:14][C:15]1[C:16]([CH3:21])=[CH:17][CH:18]=[CH:19][CH:20]=1.CCN(C(C)C)C(C)C.O.[OH-].[Li+].[ClH:34]>C(#N)C.O1CCOCC1.O>[ClH:34].[C:8]1([CH:2]([NH:14][C:15]2[CH:20]=[CH:19][CH:18]=[CH:17][C:16]=2[CH3:21])[C:3]([OH:5])=[O:4])[CH:9]=[CH:10][CH:11]=[CH:12][CH:13]=1 |f:3.4.5,10.11|. Procedure: Ethyl 2-bromo-2-phenylacetate (0.28 ml, 1.64 mmol), ortho-toluidine (0.26 ml, 2.47 mmol), and DIPEA (0.43 ml, 2.47 mmol) were dissolved in acetonitrile (5 ml) and stirred under microwave irradiation at 100° C. for 1 hours (Conversion complete by UPLC/MS-UV). Lithium hydroxide hydrate (207 mg, 4.94 mmol) and water (3 ml) were added, and the mixture was stirred at room temperature for 16 hours. 4M HCl in dioxane was added until pH was about 1, then the solvents were evaporated, the residue was sus... Reactants: C1(CCCC1)NC1=NC=2N(C(=C1)NC1CC1)N=CC2C=O (5-(Cyclopentylamino)-7-(cyclopropylamino)pyrazolo[1,5-a]pyrimidine-3-carbaldehyde), N1C(=O)NC(=O)C1 (hydantoin), N1CCCCC1 (Piperidine). Run in C(C)O (Ethanol). Conditions: temperature 90 celsius, time 3 hour. Product: C1(CCCC1)NC1=NC=2N(C(=C1)NC1CC1)N=CC2\C=C/2\C(NC(N2)=O)=O ((Z)-5-((5-(cyclopentylamino)-7-(cyclopropylamino)pyrazolo[1,5-a]pyrimidin-3-yl)methylene)imidazolidine-2,4-dione), solid. Yield: 100.0%. Reaction SMILES: [CH:1]1([NH:6][C:7]2[CH:12]=[C:11]([NH:13][CH:14]3[CH2:16][CH2:15]3)[N:10]3[N:17]=[CH:18][C:19]([CH:20]=O)=[C:9]3[N:8]=2)[CH2:5][CH2:4][CH2:3][CH2:2]1.[NH:22]1[CH2:28][C:26](=[O:27])[NH:25][C:23]1=[O:24].N1CCCCC1>C(O)C>[CH:1]1([NH:6][C:7]2[CH:12]=[C:11]([NH:13][CH:14]3[CH2:16][CH2:15]3)[N:10]3[N:17]=[CH:18][C:19](/[CH:20]=[C:28]4/[C:26](=[O:27])[NH:25][C:23](=[O:24])[NH:22]/4)=[C:9]3[N:8]=2)[CH2:2][CH2:3][CH2:4][CH2:5]1. Procedure: 5-(Cyclopentylamino)-7-(cyclopropylamino)pyrazolo[1,5-a]pyrimidine-3-carbaldehyde (1.0 eq, 20 mg, 0.070 mmol) was mixed in a vial with hydantoin (2.8 eq, 20 mg, 0.20 mmol) in Ethanol (0.3 ml). Piperidine (2.9 eq, 20 ul, 0.202 mmol) was added and the mixture was stirred at 90° C. for 3 hours. The mixture was cooled down, the precipitate was filtered, washed with ethanol and dried. (Z)-5-((5-(cyclopentylamino)-7-(cyclopropylamino)pyrazolo[1,5-a]pyrimidin-3-yl)methylene)imidazolidine-2,4-dione was ... Reactants: C1(=CC=CC=C1)O (phenol), C(CCC(=O)C)(=O)O (levulinic acid), C(C)S (ethyl mercaptan). The solvent is Cl (hydrogen chloride), CCOCC (ether). Product: OC1=CC=C(C=C1)C(CCC(=O)O)(C)C1=CC=C(C=C1)O (4,4-Bis(4'-hydroxy-phenyl)pentanoic acid). As a reaction SMILES: [C:1]1([OH:7])[CH:6]=[CH:5][CH:4]=[CH:3][CH:2]=1.[C:8]([OH:15])(=[O:14])[CH2:9][CH2:10][C:11]([CH3:13])=O.[CH2:16](S)[CH3:17]>Cl.CCOCC>[OH:7][C:1]1[CH:6]=[CH:5][C:4]([C:11]([C:17]2[CH:16]=[CH:6][C:1]([OH:7])=[CH:2][CH:3]=2)([CH3:13])[CH2:10][CH2:9][C:8]([OH:15])=[O:14])=[CH:3][CH:2]=1. Reported procedure: 376 g of phenol (4 mols), 116 g of levulinic acid (1 mol) and 0.4 ml of ethyl mercaptan were condensed, while stirring and simultaneously feeding in hydrogen chloride, for about 48 hours at 30°-40° C. The viscous reaction solution was taken up in ether and the ether phase was washed first with a sodium bicarbonate solution and then with water. After the ether had been eliminated, a brittle resin-like solid was obtained, m.p. 171°-173° C.